From a dataset of the Open Reaction Database (ORD), a public repository of structured organic reaction records. describe an organic reaction: reactants, conditions, products, and yield Procedure details: 0.5 g of 4-dimethylaminomethyl-5-pyridin-3-yl-2,3,4,5-tetrahydro-benzo[b]thiepin-5-ol hydrochloride was dissolved in 2.5 ml of glacial acetic acid; about 0.23 ml of 35% hydrogen peroxide solution was added dropwise at room temperature, with stirring, and stirring was continued for 24 hours. The reaction mixture was covered with a layer of ethyl acetate, while cooling with ice, rendered alkaline with 32% sodium hydroxide solution and extracted twice with ethyl acetate; the combined organic phases... Reaction conditions: time 24 hour. The reactants are [OH-].[Na+] (sodium hydroxide), Cl.CN(C)CC1C(C2=C(SCC1)C=CC=C2)(O)C=2C=NC=CC2 (4-dimethylaminomethyl-5-pyridin-3-yl-2,3,4,5-tetrahydro-benzo[b]thiepin-5-ol hydrochloride), C(C)(=O)OCC (ethyl acetate), OO (hydrogen peroxide). The solvent is C(C)(=O)O (acetic acid). Product: CN(CC1=C(C2=C(S(CC1)=O)C=CC=C2)C=2C=NC=CC2)C (dimethyl-(1-oxo-5-pyridin-3-yl-2,3-dihydro-1H-1λ4-benzo[b]thiepin-4-ylmethyl)-amine). As a reaction SMILES: Cl.[CH3:2][N:3]([CH2:5][CH:6]1[CH2:12][CH2:11][S:10][C:9]2[CH:13]=[CH:14][CH:15]=[CH:16][C:8]=2[C:7]1([C:18]1[CH:19]=[N:20][CH:21]=[CH:22][CH:23]=1)O)[CH3:4].OO.C(OCC)(=[O:28])C.[OH-].[Na+]>C(O)(=O)C>[CH3:2][N:3]([CH3:4])[CH2:5][C:6]1[CH2:12][CH2:11][S:10](=[O:28])[C:9]2[CH:13]=[CH:14][CH:15]=[CH:16][C:8]=2[C:7]=1[C:18]1[CH:19]=[N:20][CH:21]=[CH:22][CH:23]=1 |f:0.1,4.5|. The reactants are c1ccc(CSc2nnn(Cc3nnn[nH]3)n2)cc1, [Hg], CN(C)C=O. Product: Sc1nnn(Cc2nnn[nH]2)n1. RXN SMILES: [CH2:1]([c:2]1[cH:3][cH:4][cH:5][cH:6][cH:7]1)[S:8][c:9]1[n:10][n:11][n:12]([CH2:14][c:15]2[n:16][n:17][n:18][nH:19]2)[n:13]1.[Hg:20].[O:21]=[CH:22][N:23]([CH3:24])[CH3:25]>>[SH:8][c:9]1[n:10][n:11][n:12]([CH2:14][c:15]2[nH:16][n:17][n:18][n:19]2)[n:13]1. Starting materials: ClC(=O)OC1=CC=CC=C1 (Phenyl chloroformate), C(NN)(=O)OCC (ethyl carbazate), N1=CC=CC=C1 (pyridine). The solvent is ClCCl (dichloromethane), ClCCl (dichloromethane). Yields the product N(NC(=O)OC1=CC=CC=C1)C(=O)OCC (ethyl phenyl hydrazine-1,2-dicarboxylate). Yield: 90.4%. Reaction SMILES: Cl[C:2]([O:4][C:5]1[CH:10]=[CH:9][CH:8]=[CH:7][CH:6]=1)=[O:3].[C:11]([O:15][CH2:16][CH3:17])(=[O:14])[NH:12][NH2:13].N1C=CC=CC=1>ClCCl>[NH:12]([C:11]([O:15][CH2:16][CH3:17])=[O:14])[NH:13][C:2]([O:4][C:5]1[CH:10]=[CH:9][CH:8]=[CH:7][CH:6]=1)=[O:3]. Procedure details: Phenyl chloroformate (32.34 g, 0.207M) in dichloromethane (100 ml) was reacted with ethyl carbazate (20.8 g, 0.2M) in dichloromethane (150 ml) and pyridine (16.63 g, 0.21M) to give ethyl phenyl hydrazine-1,2-dicarboxylate (40.5 g). After chromatography on silica gel using dichloromethane and ethyl acetate, recrystallization from toluene gave colourless solid m.p. 89.5-90.5. (Found C 53.8%, H 5.5%, N 12.7%; C10H12N2O4 requires C 53.6%, H 5.4%, N 12.5%). The infra-red spectrum (0.5% in dichloromet... Starting materials: C(CC)N (propylamine), CP(=O)(C(C(=O)O)O)C (2-(dimethylphosphinoyl)-2-hydroxy-acetic acid). Run in O (water). Run at temperature 25 celsius, time 1 hour. Product: CP(=O)(C(C(=O)[O-])O)C.C(CC)[NH3+] (Propylammonium 2-(dimethylphosphinoyl)-2-hydroxyacetate). RXN SMILES: [CH2:1]([NH2:4])[CH2:2][CH3:3].[CH3:5][P:6]([CH3:13])([CH:8]([OH:12])[C:9]([OH:11])=[O:10])=[O:7]>O>[CH3:5][P:6]([CH3:13])([CH:8]([OH:12])[C:9]([O-:11])=[O:10])=[O:7].[CH2:1]([NH3+:4])[CH2:2][CH3:3] |f:3.4|. Reported procedure: 8.9 g (0.15 mol) of propylamine are added dropwise to a solution of 15.2 g (0.1 mol) of 2-(dimethylphosphinoyl)-2-hydroxy-acetic acid in 30 ml of water. The temperature thereby rises from 23° C. to 38° C. The mixture is stirred at 25° C. for one hour and concentrated on a rotary evaporator and the residue is dehydrated for distillation several times with toluene. After removal of the toluene under a high vacuum, a syrup of nD22 =1.4869 initially forms, and solidifies as a wax after prolonged sta... Reactants: NC1=CC2=C(C(=CO2)C)C=C1C (6-amino-3,5-dimethylbenzofuran), BrCCCCCBr (1,5-dibromopentane), C(C)N(C(C)C)C(C)C (N-ethyldiisopropylamine). Run in C(C)O (ethanol). The product is CC1=COC2=C1C=C(C(=C2)N2CCCCC2)C (3,5-dimethyl-6-piperidinobenzofuran). Reaction SMILES: [NH2:1][C:2]1[C:11]([CH3:12])=[CH:10][C:5]2[C:6]([CH3:9])=[CH:7][O:8][C:4]=2[CH:3]=1.Br[CH2:14][CH2:15][CH2:16][CH2:17][CH2:18]Br.C(N(C(C)C)C(C)C)C>C(O)C>[CH3:9][C:6]1[C:5]2[CH:10]=[C:11]([CH3:12])[C:2]([N:1]3[CH2:18][CH2:17][CH2:16][CH2:15][CH2:14]3)=[CH:3][C:4]=2[O:8][CH:7]=1. Procedure: A mixture of 8 g (49.6 mmole) of 6-amino-3,5-dimethylbenzofuran, 23 g (0.1 mole) of 1,5-dibromopentane, 12.9 g (0.1 mole) of N-ethyldiisopropylamine and 60 ml of ethanol is boiled under reflux for 18 hours. The residue obtained after concentration by evaporation in vacuo is taken up in methylene chloride and washed twice with dilute sodium bicarbonate solution. The organic phase is dried, concentrated by evaporation and the crude product is chromatographed with petroleum ether/methylene chloride... Starting materials: CO, CCOCC, [K+], [OH-], OCCO, CC1=C(O)C(=O)N(c2ccc3nc[nH]c3c2)C1C1CCCCC1. Product: COC1=C(C)C(C2CCCCC2)N(c2ccc3nc[nH]c3c2)C1=O. RXN SMILES: [CH3:35][OH:36].[CH3:7][CH2:8][O:9][CH2:10][CH3:11].[K+:2].[OH-:1].[OH:3][CH2:4][CH2:5][OH:6].[nH:12]1[cH:13][n:14][c:15]2[c:16]1[cH:17][c:18]([N:21]1[C:22](=[O:34])[C:23]([OH:33])=[C:24]([CH3:32])[CH:25]1[CH:26]1[CH2:27][CH2:28][CH2:29][CH2:30][CH2:31]1)[cH:19][cH:20]2>>[CH3:4][O:33][C:23]1=[C:24]([CH3:32])[CH:25]([CH:26]2[CH2:27][CH2:28][CH2:29][CH2:30][CH2:31]2)[N:21]([c:18]2[cH:17][c:16]3[nH:12][cH:13][n:14][c:15]3[cH:20][cH:19]2)[C:22]1=[O:34]. Starting materials: BrC1=CC=C(C=C1)C(=O)N=C=S (4-bromo-1-benzenecarbonyl isothiocyanate), BrC1=CC=C(C=C1)C(=O)Cl (4-bromo-1-benzenecarbonyl chloride), ClC1=C(N)C=CC(=C1)OC1=CC=NC2=CC(=C(C=C12)OC)OC (2-Chloro-4-[(6,7-dimethoxy-4-quinolyl)oxy]aniline). Run in C(C)O (ethanol), C(C)O (ethanol), C1(=CC=CC=C1)C (toluene). Reaction conditions: time 2 hour. Yields the product BrC1=CC=C(C=C1)C(=O)N=C=S (4-Bromo-1-benzenecarbonyl isothiocyanate), BrC1=CC=C(C(=O)NC(=S)NC2=C(C=C(C=C2)OC2=CC=NC3=CC(=C(C=C23)OC)OC)Cl)C=C1 (N-(4-Bromobenzoyl)-N′-{2-chloro-4-[(6,7-dimethoxy-4-quinolyl)oxy]phenyl}thiourea). The yield is 53.0%. As a reaction SMILES: BrC1C=CC(C(Cl)=O)=CC=1.[Cl:11][C:12]1[CH:18]=[C:17]([O:19][C:20]2[C:29]3[C:24](=[CH:25][C:26]([O:32][CH3:33])=[C:27]([O:30][CH3:31])[CH:28]=3)[N:23]=[CH:22][CH:21]=2)[CH:16]=[CH:15][C:13]=1[NH2:14].[Br:34][C:35]1[CH:40]=[CH:39][C:38]([C:41]([N:43]=[C:44]=[S:45])=[O:42])=[CH:37][CH:36]=1>C1(C)C=CC=CC=1.C(O)C>[Br:34][C:35]1[CH:36]=[CH:37][C:38]([C:41]([N:43]=[C:44]=[S:45])=[O:42])=[CH:39][CH:40]=1.[Br:34][C:35]1[CH:40]=[CH:39][C:38]([C:41]([NH:43][C:44]([NH:14][C:13]2[CH:15]=[CH:16][C:17]([O:19][C:20]3[C:29]4[C:24](=[CH:25][C:26]([O:32][CH3:33])=[C:27]([O:30][CH3:31])[CH:28]=4)[N:23]=[CH:22][CH:21]=3)=[CH:18][C:12]=2[Cl:11])=[S:45])=[O:42])=[CH:37][CH:36]=1. Procedure: 4-Bromo-1-benzenecarbonyl isothiocyanate was prepared using commercially available 4-bromo-1-benzenecarbonyl chloride (80 mg) as a starting compound according to the description of the literature. 2-Chloro-4-[(6,7-dimethoxy-4-quinolyl)oxy]aniline (50 mg) was dissolved in toluene (5 ml) and ethanol (1 ml) to prepare a solution. A solution of 4-bromo-1-benzenecarbonyl isothiocyanate in ethanol (1 ml) was then added to the solution, and the mixture was stirred at room temperature for 2 hr. The reac...